From a dataset of the Open Reaction Database (ORD), a public repository of structured organic reaction records. describe an organic reaction: reactants, conditions, products, and yield Reactants: ClC1=NC=CC(=C1)OC=1C(=NC=CC1)C (3-(2-Chloropyridin-4-yloxy)-2-methylpyridine), C(N)(OC(C)(C)C)=O (tert-butyl carbamate), P(=O)([O-])([O-])[O-].[K+].[K+].[K+] (potassium phosphate). Reagents/catalysts: C=1C=CC(=CC1)/C=C/C(=O)/C=C/C2=CC=CC=C2.C=1C=CC(=CC1)/C=C/C(=O)/C=C/C2=CC=CC=C2.C=1C=CC(=CC1)/C=C/C(=O)/C=C/C2=CC=CC=C2.[Pd].[Pd] (tris(dibenzylideneacetone)-dipalladium), CC1(C2=CC=CC(=C2OC=2C(=CC=CC12)P(C1=CC=CC=C1)C1=CC=CC=C1)P(C1=CC=CC=C1)C1=CC=CC=C1)C (9,9-Dimethyl-4,5-bis(diphenylphosphino)xanthene). Solvent: O (water), O (water). Conditions: temperature 90 celsius, time 3 day. Product: CC1=NC=CC=C1OC1=CC(=NC=C1)NC(OC(C)(C)C)=O (tert-butyl 4-(2-methylpyridin-3-yloxy)pyridin-2-ylcarbamate). Yield: 83.7%. As a reaction SMILES: Cl[C:2]1[CH:7]=[C:6]([O:8][C:9]2[C:10]([CH3:15])=[N:11][CH:12]=[CH:13][CH:14]=2)[CH:5]=[CH:4][N:3]=1.[C:16](=[O:23])([O:18][C:19]([CH3:22])([CH3:21])[CH3:20])[NH2:17].P([O-])([O-])([O-])=O.[K+].[K+].[K+]>O.C1C=CC(/C=C/C(/C=C/C2C=CC=CC=2)=O)=CC=1.C1C=CC(/C=C/C(/C=C/C2C=CC=CC=2)=O)=CC=1.C1C=CC(/C=C/C(/C=C/C2C=CC=CC=2)=O)=CC=1.[Pd].[Pd].CC1(C)C2C=CC=C(P(C3C=CC=CC=3)C3C=CC=CC=3)C=2OC2C1=CC=CC=2P(C1C=CC=CC=1)C1C=CC=CC=1>[CH3:15][C:10]1[C:9]([O:8][C:6]2[CH:5]=[CH:4][N:3]=[C:2]([NH:17][C:16](=[O:23])[O:18][C:19]([CH3:22])([CH3:21])[CH3:20])[CH:7]=2)=[CH:14][CH:13]=[CH:12][N:11]=1 |f:2.3.4.5,7.8.9.10.11|. Procedure: 3-(2-Chloropyridin-4-yloxy)-2-methylpyridine (4.8 g, 21.8 mmol), tert-butyl carbamate (6.37 g, 54.4 mmol), and potassium phosphate (5.08 g, 23.9 mmol) were added to degassed toluene (100 mL). 9,9-Dimethyl-4,5-bis(diphenylphosphino)xanthene (0.944 g, 1.63 mmol), tris(dibenzylideneacetone)-dipalladium (0.996 g, 1.09 mmol) and degassed water (25 mL) were added, and the reaction was stirred at 90° C. for 3 days. The reaction mixture was diluted with water and extracted with ethyl acetate. The organi... Reactants: CC1=CC=C(C(=O)O)C=C1 (4-methyl-benzoic acid), C(C1=CC=CC=C1)(=O)OOC(C1=CC=CC=C1)=O (benzoyl peroxide), BrN1C(CCC1=O)=O (N-bromosuccinimide), C(C1=CC=CC=C1)(=O)OOC(C1=CC=CC=C1)=O (benzoyl peroxide). Run in C1=CC=CC=C1 (benzene). Reaction conditions: temperature 25 celsius. Product: BrCC1=CC=C(C(=O)O)C=C1 (4-bromomethyl-benzoic acid). Yield: 77.9%. RXN SMILES: [CH3:1][C:2]1[CH:10]=[CH:9][C:5]([C:6]([OH:8])=[O:7])=[CH:4][CH:3]=1.C(OOC(=O)C1C=CC=CC=1)(=O)C1C=CC=CC=1.[Br:29]N1C(=O)CCC1=O>C1C=CC=CC=1>[Br:29][CH2:1][C:2]1[CH:10]=[CH:9][C:5]([C:6]([OH:8])=[O:7])=[CH:4][CH:3]=1. Procedure details: A solution of 4-methyl-benzoic acid (10 g, 73.4 mmol) in benzene (133 mL) was treated with benzoyl peroxide (72 mg, 0.29 mmol). This mixture was heated at reflux until it became homogeneous. At this time, the reaction was treated with N-bromosuccinimide (13 g, 73.4 mmol) and additional benzoyl peroxide (72 mg, 0.29 mmol). This mixture was heated at reflux for 2.5 h. At this time, the reaction was cooled to 25° C. The resulting precipitate was collected by filtration and washed with hot water (50... The reactants are O=c1[nH]ccc2nc(NCc3ccccc3Cl)ncc12, [Na+], [OH-], O, O=P(Cl)(Cl)Cl. The product is Clc1ccccc1CNc1ncc2c(Cl)nccc2n1. As a reaction SMILES: [Cl:1][c:2]1[c:3]([CH2:4][NH:5][c:6]2[n:7][cH:8][c:9]3[c:10]([n:11]2)[cH:12][cH:13][nH:14][c:15]3=[O:16])[cH:17][cH:18][cH:19][cH:20]1.[Na+:23].[OH-:22].[OH2:21].[P:24]([Cl:25])([Cl:26])([Cl:27])=[O:28]>>[Cl:1][c:2]1[c:3]([CH2:4][NH:5][c:6]2[n:7][cH:8][c:9]3[c:10]([n:11]2)[cH:12][cH:13][n:14][c:15]3[Cl:26])[cH:17][cH:18][cH:19][cH:20]1. Reactants: CCOC(=O)c1cc2cc(O)ccc2o1, C1CCOC1, CC(C)N1CCC(O)CC1, CC(C)OC(=O)N=NC(=O)OC(C)C, c1ccc(P(c2ccccc2)c2ccccc2)cc1. The product is CCOC(=O)c1cc2cc(OC3CCN(C(C)C)CC3)ccc2o1. As a reaction SMILES: [CH2:1]([CH3:2])[O:3][C:4](=[O:5])[c:6]1[o:7][c:8]2[c:9]([cH:10]1)[cH:11][c:12]([OH:15])[cH:13][cH:14]2.[CH2:59]1[O:60][CH2:61][CH2:62][CH2:63]1.[CH:16]([CH3:17])([CH3:18])[N:19]1[CH2:20][CH2:21][CH:22]([OH:25])[CH2:23][CH2:24]1.[O:45]=[C:46]([O:47][CH:48]([CH3:49])[CH3:50])[N:51]=[N:52][C:53]([O:54][CH:55]([CH3:56])[CH3:57])=[O:58].[c:26]1([P:27]([c:28]2[cH:29][cH:30][cH:31][cH:32][cH:33]2)[c:34]2[cH:35][cH:36][cH:37][cH:38][cH:39]2)[cH:40][cH:41][cH:42][cH:43][cH:44]1>>[CH2:1]([CH3:2])[O:3][C:4](=[O:5])[c:6]1[o:7][c:8]2[c:9]([cH:10]1)[cH:11][c:12]([O:15][CH:22]1[CH2:21][CH2:20][N:19]([CH:16]([CH3:17])[CH3:18])[CH2:24][CH2:23]1)[cH:13][cH:14]2. RXN SMILES: [Cl:1][C:2]1[N:7]=[C:6]([O:8][CH:9]([N:16]2[CH:20]=[N:19][CH:18]=[N:17]2)[C:10](=[O:15])[C:11]([CH3:14])([CH3:13])[CH3:12])[CH:5]=[CH:4][CH:3]=1.[BH4-].[Na+].Cl.C(=O)(O)[O-].[Na+]>CO.O>[Cl:1][C:2]1[N:7]=[C:6]([O:8][CH:9]([N:16]2[CH:20]=[N:19][CH:18]=[N:17]2)[CH:10]([OH:15])[C:11]([CH3:12])([CH3:13])[CH3:14])[CH:5]=[CH:4][CH:3]=1 |f:1.2,4.5|. The reactants are [BH4-].[Na+] (sodium borohydride), C([O-])(O)=O.[Na+] (sodium bicarbonate), ClC1=CC=CC(=N1)OC(C(C(C)(C)C)=O)N1N=CN=C1 (1-(6-chloropyridin-2-yl-oxy)-3,3-dimethyl-1-(1,2,4-triazol-1-yl)-butan-2-one), Cl (hydrochloric acid). Product: ClC1=CC=CC(=N1)OC(C(C(C)(C)C)O)N1N=CN=C1 (1-(6-chloropyridin-2-yl-oxy)-3,3-dimethyl-1-(1,2,4-triazol-1-yl)butan-2-ol). The solvent is CO (methanol), O (water). Isolated yield 44.6%. Procedure details: 11.8 g (0.04 mol) of 1-(6-chloropyridin-2-yl-oxy)-3,3-dimethyl-1-(1,2,4-triazol-1-yl)-butan-2-one (Example 1) were dissolved in 100 ml of methanol, and 1.8 g (0.04 mol) of sodium borohydride were added in portions at 20°-30° C., while stirring. After the exothermic reaction had ended, 5 ml of concentrated hydrochloric acid were added dropwise and the mixture was stirred at room temperature for 1 hour. Thereafter, 200 ml of water were added and the mixture was neutralised with sodium bicarbonate ... The reactants are Cc1ccccc1, Clc1ccc(C(c2ccccc2)N2CCNCC2)cc1, NC(=O)COCCCl, [I-], [K+], [Na+], [Na+], O=C([O-])[O-]. Product: NC(=O)COCCN1CCN(C(c2ccccc2)c2ccc(Cl)cc2)CC1. RXN SMILES: [CH3:37][c:38]1[cH:39][cH:40][cH:41][cH:42][cH:43]1.[Cl:1][c:2]1[cH:3][cH:4][c:5]([CH:8]([N:9]2[CH2:10][CH2:11][NH:12][CH2:13][CH2:14]2)[c:15]2[cH:16][cH:17][cH:18][cH:19][cH:20]2)[cH:6][cH:7]1.[Cl:21][CH2:22][CH2:23][O:24][CH2:25][C:26](=[O:27])[NH2:28].[I-:36].[K+:35].[Na+:29].[Na+:30].[O-:31][C:32](=[O:33])[O-:34]>>[Cl:1][c:2]1[cH:3][cH:4][c:5]([CH:8]([N:9]2[CH2:10][CH2:11][N:12]([CH2:22][CH2:23][O:24][CH2:25][C:26](=[O:27])[NH2:28])[CH2:13][CH2:14]2)[c:15]2[cH:16][cH:17][cH:18][cH:19][cH:20]2)[cH:6][cH:7]1. Reactants: compound, NC1=CC=C(C=C1)C1=CC=C2CN(C(C2=C1)=O)[C@H](C(=O)OC)C(C)C ((S)-Methyl 2-(6-(4-aminophenyl)-1-oxoisoindolin-2-yl)-3-methylbutanoate), C1(=CC=CC=C1)N=C=O (phenyl isocyanate), compound, compound. Product: CC([C@@H](C(=O)OC)N1C(C2=CC(=CC=C2C1)C1=CC=C(C=C1)NC(=O)NC1=CC=CC=C1)=O)C ((S)-Methyl 3-methyl-2-(1-oxo-6-(4-(3-phenylureido)phenyl)isoindolin-2-yl)butanoate). RXN SMILES: [NH2:1][C:2]1[CH:7]=[CH:6][C:5]([C:8]2[CH:16]=[C:15]3[C:11]([CH2:12][N:13]([C@@H:18]([CH:23]([CH3:25])[CH3:24])[C:19]([O:21][CH3:22])=[O:20])[C:14]3=[O:17])=[CH:10][CH:9]=2)=[CH:4][CH:3]=1.[C:26]1([N:32]=[C:33]=[O:34])[CH:31]=[CH:30][CH:29]=[CH:28][CH:27]=1>>[CH3:24][CH:23]([CH3:25])[C@H:18]([N:13]1[CH2:12][C:11]2[C:15](=[CH:16][C:8]([C:5]3[CH:4]=[CH:3][C:2]([NH:1][C:33]([NH:32][C:26]4[CH:31]=[CH:30][CH:29]=[CH:28][CH:27]=4)=[O:34])=[CH:7][CH:6]=3)=[CH:9][CH:10]=2)[C:14]1=[O:17])[C:19]([O:21][CH3:22])=[O:20]. Reported procedure: The compound of example 15 was prepared analogous to compound of example 7 by reaction of compound of example 6 with phenyl isocyanate. The compound of example 15 was used directly without isolation for the preparation of compound of example 16.